From a dataset of the Open Reaction Database (ORD), a public repository of structured organic reaction records. describe an organic reaction: reactants, conditions, products, and yield The reactants are CC(=O)SC1COC(C=Cc2ccc(C(F)(F)F)cc2)OC1, CC1OC1(Cn1cncn1)c1ccc(F)cc1F. The product is CC(SC1COC(C=Cc2ccc(C(F)(F)F)cc2)OC1)C(O)(Cn1cncn1)c1ccc(F)cc1F. RXN SMILES: [C:19](=[O:20])([CH3:21])[S:22][CH:23]1[CH2:24][O:25][CH:26]([CH:29]=[CH:30][c:31]2[cH:32][cH:33][c:34]([C:37]([F:38])([F:39])[F:40])[cH:35][cH:36]2)[O:27][CH2:28]1.[F:1][c:2]1[c:3]([C:9]2([CH2:13][n:14]3[n:15][cH:16][n:17][cH:18]3)[O:10][CH:11]2[CH3:12])[cH:4][cH:5][c:6]([F:8])[cH:7]1>>[F:1][c:2]1[c:3]([C:9]([OH:10])([CH:11]([CH3:12])[S:22][CH:23]2[CH2:24][O:25][CH:26]([CH:29]=[CH:30][c:31]3[cH:32][cH:33][c:34]([C:37]([F:38])([F:39])[F:40])[cH:35][cH:36]3)[O:27][CH2:28]2)[CH2:13][n:14]2[n:15][cH:16][n:17][cH:18]2)[cH:4][cH:5][c:6]([F:8])[cH:7]1. Starting materials: C(C)OC(C(C(C1=CC=CC=C1)C=1C=NC(=CC1)NC(=O)OC(C)(C)C)CSC(C)=O)=O (2-Acetylsulfanylmethyl-3-(6-tert-butoxycarbonylamino-pyridin-3-yl )-3-phenyl-propionic acid ethyl ester). Run in Cl (HCl). Yields the product NC1=CC=C(C=N1)C(C(C(=O)O)CS)C1=CC=CC=C1 (3-(6-Amino-pyridin-3-yl)-2-mercaptomethyl-3-phenyl-propionic acid), hydrochloride salt. The yield is 100.0%. RXN SMILES: C([O:3][C:4](=[O:32])[CH:5]([CH2:27][S:28]C(=O)C)[CH:6]([C:13]1[CH:14]=[N:15][C:16]([NH:19]C(OC(C)(C)C)=O)=[CH:17][CH:18]=1)[C:7]1[CH:12]=[CH:11][CH:10]=[CH:9][CH:8]=1)C>Cl>[NH2:19][C:16]1[N:15]=[CH:14][C:13]([CH:6]([C:7]2[CH:8]=[CH:9][CH:10]=[CH:11][CH:12]=2)[CH:5]([CH2:27][SH:28])[C:4]([OH:32])=[O:3])=[CH:18][CH:17]=1. Reported procedure: 2-Acetylsulfanylmethyl-3-(6-tert-butoxycarbonylamino-pyridin-3-yl )-3-phenyl-propionic acid ethyl ester (58 mg, 0.125 mmol) was dissolved in conc. HCl (3.0 mL). The solution was heated to reflux for 130 min under argon. Concentration under reduced pressure gave the title compound as the hydrochloride salt (41 mg, 100%). The reactants are Nc1nccn2c(C3CCC(CNC(=O)OCc4ccccc4)CC3)nc(-c3ccc(Oc4ccccc4)cc3)c12, Cl. Yields the product NCC1CCC(c2nc(-c3ccc(Oc4ccccc4)cc3)c3c(N)nccn23)CC1. Reaction SMILES: [CH2:1]([O:2][C:3](=[O:4])[NH:10][CH2:11][CH:12]1[CH2:13][CH2:14][CH:15]([c:18]2[n:19][c:20](-[c:28]3[cH:29][cH:30][c:31]([O:34][c:35]4[cH:36][cH:37][cH:38][cH:39][cH:40]4)[cH:32][cH:33]3)[c:21]3[n:22]2[cH:23][cH:24][n:25][c:26]3[NH2:27])[CH2:16][CH2:17]1)[c:5]1[cH:6][cH:7][cH:8][cH:9][cH:41]1.[ClH:42]>>[NH2:10][CH2:11][CH:12]1[CH2:13][CH2:14][CH:15]([c:18]2[n:19][c:20](-[c:28]3[cH:29][cH:30][c:31]([O:34][c:35]4[cH:36][cH:37][cH:38][cH:39][cH:40]4)[cH:32][cH:33]3)[c:21]3[n:22]2[cH:23][cH:24][n:25][c:26]3[NH2:27])[CH2:16][CH2:17]1. The reactants are Brc1ccc2c(c1)nc(-c1ccccc1)n2-c1ccccc1, COCCOC, OB(O)c1ccc(Cl)cc1, [Na+], [Na+], O=C([O-])[O-], c1ccc(P(c2ccccc2)(c2ccccc2)[Pd](P(c2ccccc2)(c2ccccc2)c2ccccc2)(P(c2ccccc2)(c2ccccc2)c2ccccc2)P(c2ccccc2)(c2ccccc2)c2ccccc2)cc1. Yields the product Clc1ccc(-c2ccc3c(c2)nc(-c2ccccc2)n3-c2ccccc2)cc1. As a reaction SMILES: [Br:1][c:2]1[cH:3][c:4]2[c:5]([n:6](-[c:15]3[cH:16][cH:17][cH:18][cH:19][cH:20]3)[c:7](-[c:9]3[cH:10][cH:11][cH:12][cH:13][cH:14]3)[n:8]2)[cH:21][cH:22]1.[CH3:116][O:117][CH2:118][CH2:119][O:120][CH3:121].[Cl:23][c:24]1[cH:25][cH:26][c:27]([B:30]([OH:31])[OH:32])[cH:28][cH:29]1.[Na+:33].[Na+:34].[O-:35][C:36](=[O:37])[O-:38].[cH:39]1[cH:40][cH:41][c:42]([P:43]([Pd:44]([P:45]([c:46]2[cH:47][cH:48][cH:49][cH:50][cH:51]2)([c:52]2[cH:53][cH:54][cH:55][cH:56][cH:57]2)[c:58]2[cH:59][cH:60][cH:61][cH:62][cH:63]2)([P:64]([c:65]2[cH:66][cH:67][cH:68][cH:69][cH:70]2)([c:71]2[cH:72][cH:73][cH:74][cH:75][cH:76]2)[c:77]2[cH:78][cH:79][cH:80][cH:81][cH:82]2)[P:83]([c:84]2[cH:85][cH:86][cH:87][cH:88][cH:89]2)([c:90]2[cH:91][cH:92][cH:93][cH:94][cH:95]2)[c:96]2[cH:97][cH:98][cH:99][cH:100][cH:101]2)([c:102]2[cH:103][cH:104][cH:105][cH:106][cH:107]2)[c:108]2[cH:109][cH:110][cH:111][cH:112][cH:113]2)[cH:114][cH:115]1>>[c:2]1(-[c:27]2[cH:26][cH:25][c:24]([Cl:23])[cH:29][cH:28]2)[cH:3][c:4]2[c:5]([n:6](-[c:15]3[cH:16][cH:17][cH:18][cH:19][cH:20]3)[c:7](-[c:9]3[cH:10][cH:11][cH:12][cH:13][cH:14]3)[n:8]2)[cH:21][cH:22]1. The reactants are COC(C#N)C1=CC=CC=C1 (methoxyphenyl acetonitrile), [H-].[Na+] (NaH), C1CCOC1 (THF), O (H2O), CI (MeI). Reaction conditions: time 20 minute. The product is COC=1C=C(C=CC1)C(C#N)C (2-(3-methoxyphenyl)-propanenitrile). Yield: 44.0%. RXN SMILES: CO[CH:3]([C:6]1[CH:11]=[CH:10][CH:9]=[CH:8][CH:7]=1)[C:4]#[N:5].[H-].[Na+].[CH3:14]I.O.C1C[O:20][CH2:19]C1>>[CH3:19][O:20][C:10]1[CH:11]=[C:6]([CH:3]([CH3:14])[C:4]#[N:5])[CH:7]=[CH:8][CH:9]=1 |f:1.2|. Procedure: To a solution of methoxyphenyl acetonitrile (4.0 g, 27 mmol) in THF at room temperature was added NaH (1.19 g, 30 mmol). After 20 min, MeI (1.68 mL, 27 mmol) was added. The reaction was stirred at room temperature overnight. H2O was added to quench the reaction. It was concentrated and diluted with Ether. The ether was washed with 1N HCl, saturated NaCl, dried and concentrated to give a crude mixture which was purified by column chromatography on ISCO (120 g) with 0-30% hexanes in ethyl acetate ...